From a dataset of the Open Reaction Database (ORD), a public repository of structured organic reaction records. describe an organic reaction: reactants, conditions, products, and yield Starting materials: ClC1=C(C=O)C(=CC(=C1)O)Cl (2,6-dichloro-4-hydroxy-benzaldehyde), [BH4-].[Na+] (NaBH4). Solvent: CCO (EtOH). Reaction conditions: temperature 0 celsius, time 2 hour. Yields the product C(C1=CC=CC=C1)OC1=CC(=C(C(=C1)Cl)CO)Cl ((4-benzyloxy-2,6-dichloro-phenyl)methanol). Yield: 100.0%. Reaction SMILES: [Cl:1][C:2]1[CH:9]=[C:8]([OH:10])[CH:7]=[C:6]([Cl:11])[C:3]=1[CH:4]=[O:5].[BH4-].[Na+]>CCO>[CH2:4]([O:10][C:8]1[CH:9]=[C:2]([Cl:1])[C:3]([CH2:4][OH:5])=[C:6]([Cl:11])[CH:7]=1)[C:3]1[CH:6]=[CH:7][CH:8]=[CH:9][CH:2]=1 |f:1.2|. Procedure: Suspend 2,6-dichloro-4-hydroxy-benzaldehyde in 3 L EtOH and cool in an ice bath at 0° C. Add 32.97 g (871.45 mmol) NaBH4 caplets portionwise. Remove the ice bath and stir for 2 hours. Carefully add the reaction mixture to 8 L sat'd. NH4Cl solution and stir until fully quenched. Extract with CH2Cl2 (2×2 L) and dry the combined organic extracts over Na2SO4. Filter and concentrate under vacuum to yield 247 g (100%) of (4-benzyloxy-2,6-dichloro-phenyl)methanol as a white solid. Reactants: C1(CC1)C(C)(O)C1=CC=C(C=C1)F (1-Cyclopropyl-1-(4-fluorophenyl)ethanol), Cl (HCl). Run in C(C)(C)O (isopropyl alcohol). Yields the product ClCC/C=C(\C)/C1=CC=C(C=C1)F (1-[(1E)-4-chloro-1-methyl-1-butenyl]-4-fluorobenzene). Isolated yield 84.0%. As a reaction SMILES: [CH:1]1([C:4]([C:7]2[CH:12]=[CH:11][C:10]([F:13])=[CH:9][CH:8]=2)(O)[CH3:5])[CH2:3][CH2:2]1.[ClH:14]>C(O)(C)C>[Cl:14][CH2:3][CH2:2]/[CH:1]=[C:4](/[C:7]1[CH:12]=[CH:11][C:10]([F:13])=[CH:9][CH:8]=1)\[CH3:5]. Procedure details: 1-Cyclopropyl-1-(4-fluorophenyl)ethanol (307 mg, 1.70 mmol) in a solution of 1 N HCl in isopropyl alcohol (3.6 mL) was heated at 60° C. for 1 h. The reaction mixture was then concentrated in vacuo, and column chromatography purification yielded 1-[(1E)-4-chloro-1-methyl-1-butenyl]-4-fluorobenzene (282 mg, 84%) as a colorless oil. The title compound was isolated as a yellow oil (36 mg, 70%) according to the method of Example 286, Step C from (8aS,12aR)-6,7,8a,9,10,11,12,12a-octahydro-5H-pyrido[4,... Starting materials: NCCNCCNCCN (triethylenetetraamine), N[C@@H](CC1=CNC=N1)CO (Hisol), N[C@@H](CC1=CNC=N1)CO (Hisol). The solvent is O (water). Reaction conditions: temperature 150 celsius. The product is NCCN1CCNCC1 (N-aminoethylpiperazine). Reaction SMILES: N[CH2:2][CH2:3][NH:4][CH2:5][CH2:6][NH:7][CH2:8][CH2:9][NH2:10].N[C@H](CO)CC1N=CNC=1>O>[NH2:10][CH2:9][CH2:8][N:7]1[CH2:2][CH2:3][NH:4][CH2:5][CH2:6]1. Reported procedure: and 421 g triethylenetetraamine (equivalent weight 39.5; 10.7 equivalents) under a nitrogen atmosphere. The reactants were stirred by an agitator provided in the reactor and heated. As soon as water of condensation appeared in the reactor, the nitrogen gas supply was stopped and the temperature increased to bring the reaction mixture to reflux. The reaction was allowed to continue at a reflux temperature of between 190° C. and 250° C. at atmospheric pressure. The acid value of the reaction mixtu... The reactants are CC(=O)O[BH-](OC(C)=O)OC(C)=O, O=C([O-])O, CCCN(CCC)CCCCNCc1ccc(C#N)cc1, Cc1ccc(C=O)o1, CCO, [Na+], [Na+]. As a reaction SMILES: [C:30]([O:31][BH-:32]([O:33][C:34](=[O:35])[CH3:36])[O:37][C:38](=[O:39])[CH3:40])(=[O:41])[CH3:42].[C:44](=[O:45])([OH:46])[O-:47].[CH2:1]([CH2:2][CH3:3])[N:4]([CH2:5][CH2:6][CH2:7][CH2:8][NH:9][CH2:10][c:11]1[cH:12][cH:13][c:14]([C:15]#[N:16])[cH:17][cH:18]1)[CH2:19][CH2:20][CH3:21].[CH3:22][c:23]1[cH:24][cH:25][c:26]([CH:28]=[O:29])[o:27]1.[CH3:49][CH2:50][OH:51].[Na+:43].[Na+:48]>>[CH2:1]([CH2:2][CH3:3])[N:4]([CH2:5][CH2:6][CH2:7][CH2:8][N:9]([CH2:10][c:11]1[cH:12][cH:13][c:14]([C:15]#[N:16])[cH:17][cH:18]1)[CH2:28][c:26]1[cH:25][cH:24][c:23]([CH3:22])[o:27]1)[CH2:19][CH2:20][CH3:21]. Yields the product CCCN(CCC)CCCCN(Cc1ccc(C#N)cc1)Cc1ccc(C)o1.